This data is from the Open Reaction Database (ORD), a public repository of structured organic reaction records. The task is: describe an organic reaction: reactants, conditions, products, and yield Starting materials: c1(c(cc(cc1)S(C)(=O)=O)Br)CN(C(OC(C)(C)C)=O)C, C1(C(OB(O1)B1OC(C(O1)(C)C)(C)C)(C)C)(C)C, c1(c(ncc(c1)Br)N)O[C@@H](c1c(ccc(c1)F)C(OC)=O)C. The reagents and catalysts are c1ccc(cc1)-c2c3ccccc3cc4ccccc24 (9-Phenylanthracene), [OH-].[Na+]Â Â  (NaOH), O (water), [Pd](Cl)Cl.P(C(C)(C)C)(C(C)(C)C)c1ccc(N(C)C)cc1.P(C(C)(C)C)(C(C)(C)C)c1ccc(N(C)C)cc1 (Pd-132). Solvent: CC#N (MeCN). Run at temperature 80 celsius, time 18 hour. Yields the product COC(=O)c1ccc(F)cc1[C@@H](C)Oc2cc(cnc2N)c3cc(ccc3CN(C)C(=O)OC(C)(C)C)S(=O)(=O)C. As a reaction SMILES: [CH3:1][O:2][C:3]([c:5]1[c:11]([C@H:12]([O:14][c:15]2[c:20]([NH2:21])[n:19][cH:18][c:17](Br)[cH:16]2)[CH3:13])[cH:10][c:8]([F:9])[cH:7][cH:6]1)=[O:4].[CH3:22][N:23]([C:35]([O:37][C:38]([CH3:41])([CH3:40])[CH3:39])=[O:36])[CH2:24][c:25]1[c:30](Br)[cH:29][c:28]([S:31]([CH3:34])(=[O:33])=[O:32])[cH:27][cH:26]1.CC1(C(C)(C)OB(B2OC(C)(C)C(C)(C)O2)O1)C>>[CH3:1][O:2][C:3]([c:5]1[c:11]([C@H:12]([O:14][c:15]2[c:20]([NH2:21])[n:19][cH:18][c:17]([c:30]3[c:25]([CH2:24][N:23]([C:35]([O:37][C:38]([CH3:41])([CH3:40])[CH3:39])=[O:36])[CH3:22])[cH:26][cH:27][c:28]([S:31]([CH3:34])(=[O:33])=[O:32])[cH:29]3)[cH:16]2)[CH3:13])[cH:10][c:8]([F:9])[cH:7][cH:6]1)=[O:4]. Starting materials: N1C=NC=C1 (imidazole), ClC=1N=C(C2=C(N1)SC(=C2)[N+](=O)[O-])NCC2=CC(=C(C=C2)OC)Cl (2-chloro-6-nitro-4-(3-chloro-4-methoxybenzylamino)-thieno-[2,3-d]-pyrimidine). The product is N1(C=NC=C1)C=1N=C(C2=C(N1)SC(=C2)[N+](=O)[O-])NCC2=CC(=C(C=C2)OC)Cl (2-(imidazol-1-yl)-6-nitro-4-(3-chloro-4-methoxybenzylamino)-thieno-[2,3-d]-pyrimidine). RXN SMILES: [NH:1]1[CH:5]=[CH:4][N:3]=[CH:2]1.Cl[C:7]1[N:8]=[C:9]([NH:19][CH2:20][C:21]2[CH:26]=[CH:25][C:24]([O:27][CH3:28])=[C:23]([Cl:29])[CH:22]=2)[C:10]2[CH:15]=[C:14]([N+:16]([O-:18])=[O:17])[S:13][C:11]=2[N:12]=1>>[N:1]1([C:7]2[N:8]=[C:9]([NH:19][CH2:20][C:21]3[CH:26]=[CH:25][C:24]([O:27][CH3:28])=[C:23]([Cl:29])[CH:22]=3)[C:10]3[CH:15]=[C:14]([N+:16]([O-:18])=[O:17])[S:13][C:11]=3[N:12]=2)[CH:5]=[CH:4][N:3]=[CH:2]1. Procedure details: Following the procedure of Example 97, the reaction of imidazole with 2-chloro-6-nitro-4-(3-chloro-4-methoxybenzylamino)-thieno-[2,3-d]-pyrimidine gives 2-(imidazol-1-yl)-6-nitro-4-(3-chloro-4-methoxybenzylamino)-thieno-[2,3-d]-pyrimidine. Reactants: c1ccc(CN2CCC(n3ccnn3)C2)cc1, CO, Cl. Yields the product Cl, c1cn(C2CCNC2)nn1. RXN SMILES: [CH2:1]([c:2]1[cH:3][cH:4][cH:5][cH:6][cH:7]1)[N:8]1[CH2:9][CH:10]([n:13]2[n:14][n:15][cH:16][cH:17]2)[CH2:11][CH2:12]1.[CH3:19][OH:20].[ClH:18]>>[ClH:18].[NH:8]1[CH2:9][CH:10]([n:13]2[n:14][n:15][cH:16][cH:17]2)[CH2:11][CH2:12]1. Reaction SMILES: [C:38]([O-:39])(=[O:40])[CH:41]([CH:42]([C:43]([O-:44])=[O:45])[OH:46])[OH:47].[CH2:50]([Cl:51])[Cl:52].[CH2:8]([O:10][C:11](=[O:9])[c:13]1[cH:14][c:15]2[n:16]([cH:17][cH:18]1)[n:19][c:20](-[c:32]1[n:33][cH:34][cH:35][cH:36][cH:37]1)[c:21]2-[c:22]1[cH:23][cH:24][n:25][c:26]2[cH:27][cH:28][cH:29][cH:30][c:31]12)[CH3:12].[CH3:1][Al:2]([CH3:3])[CH3:4].[CH3:5][NH:6][CH3:7].[K+:49].[Na+:48]>>[CH3:5][N:6]([CH3:7])[C:11](=[O:10])[c:13]1[cH:14][c:15]2[n:16]([cH:17][cH:18]1)[n:19][c:20](-[c:32]1[n:33][cH:34][cH:35][cH:36][cH:37]1)[c:21]2-[c:22]1[cH:23][cH:24][n:25][c:26]2[cH:27][cH:28][cH:29][cH:30][c:31]12. Yields the product CN(C)C(=O)c1ccn2nc(-c3ccccn3)c(-c3ccnc4ccccc34)c2c1. Reactants: O=C([O-])C(O)C(O)C(=O)[O-], ClCCl, CCOC(=O)c1ccn2nc(-c3ccccn3)c(-c3ccnc4ccccc34)c2c1, C[Al](C)C, CNC, [K+], [Na+]. Starting materials: O (water), [H-].[Na+] (Sodium hydride), C(C)OC1=NNC=C1CCC(=O)OCC (ethyl 3-(3-ethoxy-1H-pyrazol-4-yl)propionate), ClCC1=CC(=NC=C1)OCC=1N=C(OC1C)C1=CC=CC=C1 (4-chloromethyl-2-(5-methyl-2-phenyl-4-oxazolylmethoxy)pyridine). The solvent is CN(C=O)C (N,N-dimethylformamide). Run at time 1 hour. The product is C(C)OC1=NN(C=C1CCC(=O)OCC)CC1=CC(=NC=C1)OCC=1N=C(OC1C)C1=CC=CC=C1 (ethyl 3-[3-ethoxy-1-[2-(5-methyl-2-phenyl-4-oxazolylmethoxy)-4-pyridylmethyl]-1H-pyrazol-4-yl]propionate). Isolated yield 87.1%. Reaction SMILES: [H-].[Na+].[CH2:3]([O:5][C:6]1[C:10]([CH2:11][CH2:12][C:13]([O:15][CH2:16][CH3:17])=[O:14])=[CH:9][NH:8][N:7]=1)[CH3:4].Cl[CH2:19][C:20]1[CH:25]=[CH:24][N:23]=[C:22]([O:26][CH2:27][C:28]2[N:29]=[C:30]([C:34]3[CH:39]=[CH:38][CH:37]=[CH:36][CH:35]=3)[O:31][C:32]=2[CH3:33])[CH:21]=1.O>CN(C)C=O>[CH2:3]([O:5][C:6]1[C:10]([CH2:11][CH2:12][C:13]([O:15][CH2:16][CH3:17])=[O:14])=[CH:9][N:8]([CH2:19][C:20]2[CH:25]=[CH:24][N:23]=[C:22]([O:26][CH2:27][C:28]3[N:29]=[C:30]([C:34]4[CH:39]=[CH:38][CH:37]=[CH:36][CH:35]=4)[O:31][C:32]=3[CH3:33])[CH:21]=2)[N:7]=1)[CH3:4] |f:0.1|. Procedure details: Sodium hydride (60%, oily, 60.0 mg) was added to a solution of ethyl 3-(3-ethoxy-1H-pyrazol-4-yl)propionate (318 mg) and 4-chloromethyl-2-(5-methyl-2-phenyl-4-oxazolylmethoxy)pyridine (472 mg) in N,N-dimethylformamide (10 ml) at 0° C., and the mixture was stirred at room temperature for 1 hour. The reaction mixture was poured into water, and extracted with ethyl acetate. The ethyl acetate layer was washed with saturated aqueous sodium chloride solution, dried (MgSO4), and concentrated. The resid... Starting materials: BrC=C1C2=C(CCC3=C1C=CC=C3Cl)C=CC=C2 (5-bromomethylene-1-chloro-10,11dihydro-5H-dibenzo[a,d]cycloheptene), OC1=CC=C(C=C1)B(O)O (4-hydroxyphenylboronic acid). The product is mixture, ClC1=CC=CC=2C(C3=C(CCC21)C=CC=C3)=CC3=CC=C(C=C3)O (4-(1-Chloro-10,11-dihydro-dibenzo[a,d]cyclohepten-5-ylidenemethyl)-phenol). Isolated yield 81.0%. As a reaction SMILES: Br[CH:2]=[C:3]1[C:9]2[CH:10]=[CH:11][CH:12]=[C:13]([Cl:14])[C:8]=2[CH2:7][CH2:6][C:5]2[CH:15]=[CH:16][CH:17]=[CH:18][C:4]1=2.[OH:19][C:20]1[CH:25]=[CH:24][C:23](B(O)O)=[CH:22][CH:21]=1>>[Cl:14][C:13]1[C:8]2[CH2:7][CH2:6][C:5]3[CH:15]=[CH:16][CH:17]=[CH:18][C:4]=3[C:3](=[CH:2][C:23]3[CH:24]=[CH:25][C:20]([OH:19])=[CH:21][CH:22]=3)[C:9]=2[CH:10]=[CH:11][CH:12]=1. Procedure details: Following procedures essentially as described in Example 219, below, and using 5-bromomethylene-1-chloro-10,11dihydro-5H-dibenzo[a,d]cycloheptene (100 mg, 0.313 mmol) and 4-hydroxyphenylboronic acid (47 mg, 0.344 mmol), affords 84 mg (81%) of a mixture of geometric isomers of the title compound as a brown oil. MS (ES) 331 (M−H); HPLC shows 97% purity.